Dataset: the Open Reaction Database (ORD), a public repository of structured organic reaction records. Task: describe an organic reaction: reactants, conditions, products, and yield Starting materials: C[O-], CO, COc1cc(CC(F)(F)F)c(-c2ccc3c(C#N)nn(C4CCCCO4)c3c2)cc1F, [Na+]. Product: COC(=N)c1nn(C2CCCCO2)c2cc(-c3cc(F)c(OC)cc3CC(F)(F)F)ccc12. As a reaction SMILES: [CH3:32][O-:33].[CH3:35][OH:36].[F:1][c:2]1[c:3]([O:30][CH3:31])[cH:4][c:5]([CH2:25][C:26]([F:27])([F:28])[F:29])[c:6](-[c:8]2[cH:9][cH:10][c:11]3[c:12]([C:23]#[N:24])[n:13][n:14]([CH:17]4[O:18][CH2:19][CH2:20][CH2:21][CH2:22]4)[c:15]3[cH:16]2)[cH:7]1.[Na+:34]>>[F:1][c:2]1[c:3]([O:30][CH3:31])[cH:4][c:5]([CH2:25][C:26]([F:27])([F:28])[F:29])[c:6](-[c:8]2[cH:9][cH:10][c:11]3[c:12]([C:23](=[NH:24])[O:33][CH3:32])[n:13][n:14]([CH:17]4[O:18][CH2:19][CH2:20][CH2:21][CH2:22]4)[c:15]3[cH:16]2)[cH:7]1. Starting materials: FC(C(=O)O)(F)F.C(Cl)Cl (trifluoroacetic acid CH2Cl2), C(=O)(OC(C)(C)C)N1C(O[C@@H]([C@H]1C#C)C)(C)C ((4R,5R)-N-Boc-2,2,5-Trimethyl-4-ethynyl-oxazolidine), FC=1C(=C2/C(/C(NC2=CC1)=O)=C/C=1NC=CC1OC)I ((Z)-1,3-dihydro-5-fluoro-4-iodo-3-[(3-methoxy-1H-pyrrol-2-yl)methylene]-2H-indol-2-one), FC=1C(=C2/C(/C(NC2=CC1)=O)=C/C=1NC=CC1OC)I ((Z)-1,3-dihydro-5-fluoro-4-iodo-3-[(3-methoxy-1H-pyrrol-2-yl)methylene]-2H-indol-2-one). The reagents and catalysts are O (water), C=1C=CC(=CC1)[P](C=2C=CC=CC2)(C=3C=CC=CC3)[Pd]([P](C=4C=CC=CC4)(C=5C=CC=CC5)C=6C=CC=CC6)([P](C=7C=CC=CC7)(C=8C=CC=CC8)C=9C=CC=CC9)[P](C=1C=CC=CC1)(C=1C=CC=CC1)C=1C=CC=CC1 ((Ph3P)4Pd). Run in C(Cl)Cl (CH2Cl2), CCN(CC)CC (Et3N), CN(C)C=O (DMF). Reaction conditions: temperature 0 celsius, time 1.5 hour. Yields the product N[C@H](C#CC1=C2/C(/C(NC2=CC=C1F)=O)=C/C=1NC=CC1OC)[C@@H](C)O ((Z)-4-[(3R,4R)-3-Amino-4-hydroxy-1-pentynyl]-1,3-dihydro-5-fluoro-3-[(3-methoxy-1H-pyrrol-2-yl)methylene]-2H-indol-2-one). As a reaction SMILES: C([N:8]1[C@H:12]([C:13]#[CH:14])[C@@H:11]([CH3:15])[O:10]C1(C)C)(OC(C)(C)C)=O.[F:18][C:19]1[C:20](I)=[C:21]2[C:25](=[CH:26][CH:27]=1)[NH:24][C:23](=[O:28])/[C:22]/2=[CH:29]\[C:30]1[NH:31][CH:32]=[CH:33][C:34]=1[O:35][CH3:36].FC(F)(F)C(O)=O.C(Cl)Cl>C1C=CC([P]([Pd]([P](C2C=CC=CC=2)(C2C=CC=CC=2)C2C=CC=CC=2)([P](C2C=CC=CC=2)(C2C=CC=CC=2)C2C=CC=CC=2)[P](C2C=CC=CC=2)(C2C=CC=CC=2)C2C=CC=CC=2)(C2C=CC=CC=2)C2C=CC=CC=2)=CC=1.CN(C=O)C.CCN(CC)CC.C(Cl)Cl.O>[NH2:8][C@@H:12]([C@H:11]([OH:10])[CH3:15])[C:13]#[C:14][C:20]1[C:19]([F:18])=[CH:27][CH:26]=[C:25]2[C:21]=1/[C:22](=[CH:29]/[C:30]1[NH:31][CH:32]=[CH:33][C:34]=1[O:35][CH3:36])/[C:23](=[O:28])[NH:24]2 |f:2.3,^1:51,53,72,91|. Procedure details: Using Method C above, (4R,5R)-N-Boc-2,2,5-trimethyl-4-ethynyl-oxazolidine (0.18 g, 0.65 mmol) (Example 102B) was coupled with (Z)-1,3-dihydro-5-fluoro-4-iodo-3-[(3-methoxy-1H-pyrrol-2-yl)methylene]-2H-indol-2-one (0.1 g, 0.26 mmol) (Starting Material 6) using (Ph3P)4Pd (30 mg) and Cul (6 mg) as catalyst in DMF (6 mL) and Et3N (6 mL) as solvent at 85° C. for 1 day. To the resulting compound in CH2Cl2 (6 mL) was added a 1:1 mixture of trifluoroacetic acid/CH2Cl2 (6 mL) and 3 drops of water at 0° C... The reactants are O=C1CCC(=O)N1Br, C1CCOC1, CCOC(C)=O, O=C1OCc2c1cc1ccc3c(c1c2-c1ccc2c(c1)OCO2)OCO3, O=S(=O)(O)O. Yields the product O=C1OCc2c1cc1c(Br)cc3c(c1c2-c1ccc2c(c1)OCO2)OCO3. As a reaction SMILES: [Br:1][N:2]1[C:3](=[O:4])[CH2:5][CH2:6][C:7]1=[O:8].[CH2:40]1[O:41][CH2:42][CH2:43][CH2:44]1.[CH3:45][CH2:46][O:47][C:48]([CH3:49])=[O:50].[O:14]1[CH2:15][O:16][c:17]2[c:18]1[cH:19][cH:20][c:21](-[c:23]1[c:24]3[c:25]([cH:26][c:27]4[cH:28][cH:29][c:30]5[c:31]([c:35]14)[O:32][CH2:33][O:34]5)[C:36](=[O:39])[O:37][CH2:38]3)[cH:22]2.[S:9](=[O:10])(=[O:11])([OH:12])[OH:13]>>[Br:1][c:28]1[c:27]2[cH:26][c:25]3[c:24]([c:23](-[c:21]4[cH:20][cH:19][c:18]5[c:17]([cH:22]4)[O:16][CH2:15][O:14]5)[c:35]2[c:31]2[c:30]([cH:29]1)[O:34][CH2:33][O:32]2)[CH2:38][O:37][C:36]3=[O:39]. The reactants are C(C(=O)Cl)(=O)Cl (oxalyl chloride), FC(C1=CC=C(C=C1)C=1C(=CC=CC1)C(=O)O)(F)F (4′-trifluoromethyl-biphenyl-2-carboxylic acid). Run in ClCCl (dichloromethane), CN(C=O)C (dimethylformamide). Yields the product FC(C1=CC=C(C=C1)C=1C(=CC=CC1)C(=O)Cl)(F)F (4′-trifluoromethyl-biphenyl-2-carboxylic acid chloride). As a reaction SMILES: [C:1](Cl)(=O)[C:2]([Cl:4])=[O:3].[F:7][C:8]([F:25])([F:24])[C:9]1[CH:14]=[CH:13][C:12]([C:15]2C(C(O)=O)=[CH:17][CH:18]=[CH:19][CH:20]=2)=[CH:11][CH:10]=1>ClCCl.CN(C)C=O>[F:7][C:8]([F:24])([F:25])[C:9]1[CH:10]=[CH:11][C:12]([C:15]2[C:1]([C:2]([Cl:4])=[O:3])=[CH:17][CH:18]=[CH:19][CH:20]=2)=[CH:13][CH:14]=1. Procedure details: 170 ml of oxalyl chloride are added dropwise at 0° C. to a suspension of 30 g (0.113 mol) of 4′-trifluoromethyl-biphenyl-2-carboxylic acid in 500 ml of dichloromethane and 0.2 ml of dimethylformamide. After the reaction has ended the reaction mixture is concentrated by distillation and the 4′-trifluoromethyl-biphenyl-2-carboxylic acid chloride is further reacted as a crude product. Reactants: CN(C)C(=N)NC1=NC(=O)C(=Cc2ccc(N3CCC(=O)CC3)cc2)S1, NCC(O)COc1ccc(O)c2c1CCC(=O)N2. The product is CN(C)C(=N)NC1=NC(=O)C(=Cc2ccc(N3CCC(NCC(O)COc4ccc(O)c5c4CCC(=O)N5)CC3)cc2)S1. RXN SMILES: [CH3:1][N:2]([C:3](=[NH:4])[NH:5][C:6]1=[N:10][C:9](=[O:11])[C:8](=[CH:12][c:13]2[cH:14][cH:15][c:16]([N:19]3[CH2:20][CH2:21][C:22](=[O:25])[CH2:23][CH2:24]3)[cH:17][cH:18]2)[S:7]1)[CH3:26].[NH2:27][CH2:28][CH:29]([CH2:30][O:31][c:32]1[c:33]2[c:38]([c:39]([OH:42])[cH:40][cH:41]1)[NH:37][C:36](=[O:43])[CH2:35][CH2:34]2)[OH:44]>>[CH3:1][N:2]([C:3](=[NH:4])[NH:5][C:6]1=[N:10][C:9](=[O:11])[C:8](=[CH:12][c:13]2[cH:14][cH:15][c:16]([N:19]3[CH2:20][CH2:21][CH:22]([NH:27][CH2:28][CH:29]([CH2:30][O:31][c:32]4[c:33]5[c:38]([c:39]([OH:42])[cH:40][cH:41]4)[NH:37][C:36](=[O:43])[CH2:35][CH2:34]5)[OH:44])[CH2:23][CH2:24]3)[cH:17][cH:18]2)[S:7]1)[CH3:26]. The reactants are CCO, [Na+], [OH-], CCOC(=O)CSc1nc(-c2ccccc2)c(-c2ccccc2)o1. Product: O=C(O)CSc1nc(-c2ccccc2)c(-c2ccccc2)o1. Reaction SMILES: [CH3:27][CH2:28][OH:29].[Na+:26].[OH-:25].[c:1]1(-[c:7]2[n:8][c:9]([S:18][CH2:19][C:20](=[O:21])[O:22][CH2:23][CH3:24])[o:10][c:11]2-[c:12]2[cH:13][cH:14][cH:15][cH:16][cH:17]2)[cH:2][cH:3][cH:4][cH:5][cH:6]1>>[c:1]1(-[c:7]2[n:8][c:9]([S:18][CH2:19][C:20](=[O:21])[OH:22])[o:10][c:11]2-[c:12]2[cH:13][cH:14][cH:15][cH:16][cH:17]2)[cH:2][cH:3][cH:4][cH:5][cH:6]1.